From a dataset of the Open Reaction Database (ORD), a public repository of structured organic reaction records. describe an organic reaction: reactants, conditions, products, and yield The reactants are CCOC(=O)C1CCCCCCCC1=O, CS(=O)(=O)O, ClC(Cl)Cl, [N-]=[N+]=[N-], [NH4+], [Na+], [OH-]. The product is CCOC(=O)C1CCCCCCCC(=O)N1. RXN SMILES: [CH2:1]([CH3:2])[O:3][C:4](=[O:5])[CH:6]1[C:7](=[O:15])[CH2:8][CH2:9][CH2:10][CH2:11][CH2:12][CH2:13][CH2:14]1.[CH3:16][S:17](=[O:18])(=[O:19])[OH:20].[CH:27]([Cl:28])([Cl:29])[Cl:30].[N-:22]=[N+:23]=[N-:24].[NH4+:25].[Na+:21].[OH-:26]>>[CH2:1]([CH3:2])[O:3][C:4](=[O:5])[CH:6]1[CH2:14][CH2:13][CH2:12][CH2:11][CH2:10][CH2:9][CH2:8][C:7](=[O:15])[NH:22]1. Starting materials: C(=O)(OC(C)(C)C)[C@@]1(C=C[C@H](C1)CO)N ((1R,4S)-1-BOC-amino-4-hydroxymethyl-2-cyclopentene), Cl (HCl). The solvent is CO (methanol). Product: Cl.N[C@H]1C=C[C@H](C1)CO ((1R,4S)-1-amino-4-(hydroxymethyl)-2-cyclopentene Hydrochloride). Isolated yield 95.0%. Reaction SMILES: C([C@@:8]1([NH2:15])[CH2:12][C@H:11]([CH2:13][OH:14])[CH:10]=[CH:9]1)(OC(C)(C)C)=O.[ClH:16]>CO>[ClH:16].[NH2:15][C@@H:8]1[CH2:12][C@H:11]([CH2:13][OH:14])[CH:10]=[CH:9]1 |f:3.4|. Procedure details: 87.8 g of (1R,4S)-1-BOC-amino-4-hydroxymethyl-2-cyclopentene were dissolved in 270 ml of 2N HCl and 1340 ml of methanol. The mixture was boiled under reflux for 4.5 h. After distillation of the methanol, the residue was dissolved in 800 ml of water. The aqueous solution was extracted twice with 340 ml of ethyl acetate. The aqueous phase was completely evaporated (50° C./60 mbar). The solid was dried at 50° C. in vacuo, suspended in 150 ml of diethyl ether, filtered off and washed twice with 50 m... Starting materials: BrC1=CC=C(C=C1)[C@@H](N1C[C@H](N(CC1)CC(=O)OC(C)(C)C)C)C1=CC=CC=C1 (tert-butyl 2-((R)-4-((S)-(4-bromophenyl)(phenyl)methyl)-2-methyl-piperazin-1-yl)acetate), CCCCCC (hexane), C1(=CC=CC=C1)C#C (1-phenylethyne), O.O.O.[F-].C(CCC)[N+](CCCC)(CCCC)CCCC (tetrabutylammonium fluoride trihydrate). Reagents/catalysts: Cl[Pd]([P](C1=CC=CC=C1)(C2=CC=CC=C2)C3=CC=CC=C3)([P](C4=CC=CC=C4)(C5=CC=CC=C5)C6=CC=CC=C6)Cl (dichlorobis(triphenylphosphine)palladium(ii)). Solvent: CCCCCC.CCOC(=O)C (hexane EtOAc). Run at temperature 80 celsius. Product: C[C@H]1N(CCN(C1)[C@H](C1=CC=C(C=C1)C#CC1=CC=CC=C1)C1=CC=CC=C1)CC(=O)OC(C)(C)C (tert-butyl 2-((R)-2-methyl-4-((S)-phenyl(4-(2-phenylethynyl)phenyl)methyl)-piperazin-1-yl)acetate). Reaction SMILES: Br[C:2]1[CH:7]=[CH:6][C:5]([C@H:8]([C:24]2[CH:29]=[CH:28][CH:27]=[CH:26][CH:25]=2)[N:9]2[CH2:14][CH2:13][N:12]([CH2:15][C:16]([O:18][C:19]([CH3:22])([CH3:21])[CH3:20])=[O:17])[C@H:11]([CH3:23])[CH2:10]2)=[CH:4][CH:3]=1.[C:30]1([C:36]#[CH:37])[CH:35]=[CH:34][CH:33]=[CH:32][CH:31]=1.O.O.O.[F-].C([N+](CCCC)(CCCC)CCCC)CCC.CCCCCC>Cl[Pd](Cl)([P](C1C=CC=CC=1)(C1C=CC=CC=1)C1C=CC=CC=1)[P](C1C=CC=CC=1)(C1C=CC=CC=1)C1C=CC=CC=1.CCCCCC.CCOC(C)=O>[CH3:23][C@@H:11]1[CH2:10][N:9]([C@@H:8]([C:24]2[CH:29]=[CH:28][CH:27]=[CH:26][CH:25]=2)[C:5]2[CH:6]=[CH:7][C:2]([C:37]#[C:36][C:30]3[CH:35]=[CH:34][CH:33]=[CH:32][CH:31]=3)=[CH:3][CH:4]=2)[CH2:14][CH2:13][N:12]1[CH2:15][C:16]([O:18][C:19]([CH3:22])([CH3:21])[CH3:20])=[O:17] |f:2.3.4.5.6,9.10,^1:67,86|. Procedure details: A mixture of tert-butyl 2-((R)-4-((S)-(4-bromophenyl)(phenyl)methyl)-2-methyl-piperazin-1-yl)acetate (459 mg, 0.1 mmol, its preparation follows the general procedures of Reference G), 1-phenylethyne (0.137 ml, 1.249 mmol), tetrabutylammonium fluoride trihydrate (946 mg, 2.997 mmol) and dichlorobis(triphenylphosphine)palladium(ii) (21.0 mg, 0.030 mmol) was heated at 80° C. under N2 atmosphere for 1 h. The residue was subjected to flash chromatography (SiO2, hexane to hexane/EtOAc=100:10 to 100:15... Starting materials: C1COCCN1, C=O, CO, NC(=S)C(c1ccccn1)N1CCOCC1. Yields the product S=C(NCN1CCOCC1)C(c1ccccn1)N1CCOCC1. As a reaction SMILES: [CH2:17]1[CH2:18][O:19][CH2:20][CH2:21][NH:22]1.[CH2:23]=[O:24].[CH3:25][OH:26].[O:1]1[CH2:2][CH2:3][N:4]([CH:7]([C:8](=[S:9])[NH2:10])[c:11]2[n:12][cH:13][cH:14][cH:15][cH:16]2)[CH2:5][CH2:6]1>>[O:1]1[CH2:2][CH2:3][N:4]([CH:7]([C:8](=[S:9])[NH:10][CH2:23][N:22]2[CH2:17][CH2:18][O:19][CH2:20][CH2:21]2)[c:11]2[n:12][cH:13][cH:14][cH:15][cH:16]2)[CH2:5][CH2:6]1. The reactants are IC=1C(=C(C=O)C=CC1OC)O (3-iodo-2-hydroxy-4-methoxybenzaldehyde), CI.C(=O)([O-])[O-].[K+].[K+] (MeI K2CO3). The solvent is CC(=O)C (acetone). Yields the product COC1=C(C=O)C=CC(=C1I)OC (2,4-dimethoxy-3-iodobenzaldehyde). RXN SMILES: [I:1][C:2]1[C:3]([OH:12])=[C:4]([CH:7]=[CH:8][C:9]=1[O:10][CH3:11])[CH:5]=[O:6].CI.[C:15]([O-])([O-])=O.[K+].[K+]>CC(C)=O>[CH3:15][O:12][C:3]1[C:2]([I:1])=[C:9]([O:10][CH3:11])[CH:8]=[CH:7][C:4]=1[CH:5]=[O:6] |f:1.2.3.4|. Procedure: Methylation of the phenolic --OH group in (12) with MeI-K2CO3 in refluxing acetone proceed smoothly to give 2,4-dimethoxy-3-iodobenzaldehyde (13), m.p. 103.3° C. [1H-NMR: (90 MHz, CDCl3, δ): 3.90 (overlapping s, 2×3H, C2 and C4-OCH3), 6.62 and 7.78 (pair of doublets. Jab=8Hz, C5-H and C6-H), 10.12 (s, 1H, HC=O).] The reactants are C=O, CCc1ccc2c(O)ccnc2c1, [Na+], [OH-]. Yields the product CCc1ccc2c(O)c(CO)cnc2c1. As a reaction SMILES: [CH2:14]=[O:15].[CH2:1]([CH3:2])[c:3]1[cH:4][cH:5][c:6]2[c:7]([OH:13])[cH:8][cH:9][n:10][c:11]2[cH:12]1.[Na+:17].[OH-:16]>>[CH2:1]([CH3:2])[c:3]1[cH:4][cH:5][c:6]2[c:7]([OH:13])[c:8]([CH2:14][OH:15])[cH:9][n:10][c:11]2[cH:12]1. The reactants are CN(C=O)C (N,N-Dimethylformamide), [Na] (Sodium), CC=1C=CC2=C(NC(N2)=O)C1 (6-methyl-1,3-dihydro-benzoimidazol-2-one), BrCCCCCCCCCCCC (1-bromododecane). The solvent is C(C)O (ethanol), CS(=O)C (dimethyl sulfoxide). Run at time 1 hour. Product: C(CCCCCCCCCCC)C1=CC=2C(=NC(N2)=O)C=C1 (5-Dodecanylbenzoimidazol-2-one). As a reaction SMILES: [Na].[CH3:2][C:3]1[CH:4]=[CH:5][C:6]2[NH:10][C:9](=[O:11])[NH:8][C:7]=2[CH:12]=1.Br[CH2:14][CH2:15][CH2:16][CH2:17][CH2:18][CH2:19][CH2:20][CH2:21][CH2:22][CH2:23][CH2:24]C.CN(C)C=O>C(O)C.CS(C)=O>[CH2:2]([C:3]1[CH:4]=[CH:5][C:6]2=[N:10][C:9](=[O:11])[N:8]=[C:7]2[CH:12]=1)[CH2:24][CH2:23][CH2:22][CH2:21][CH2:20][CH2:19][CH2:18][CH2:17][CH2:16][CH2:15][CH3:14] |^1:0|. Procedure: Sodium (0.05 g, 2.17 mg atom) was dissolved in ethanol (5 ml) and to this was added 6-methyl-1,3-dihydro-benzoimidazol-2-one (0.20 g, 1.35 mmol) and the solution was stirred at room temperature for 1 h. The solvent was removed in vacuo and the white solid was taken up in tetrahydrofuran (5 ml) and dimethyl sulfoxide (5 ml), and to this was added 1-bromododecane (0.34 g, 1.36 mmol) and the whole was stirred at room temperature for 2 h. N,N-Dimethylformamide (5 ml) was added to the mixture and the... Reaction conditions: temperature 50 celsius. The reactants are ClC=1C(C(=C(C(C1Cl)=O)C#N)C#N)=O (2,3-Dichloro-5,6-dicyanobenzoquinone), FC1=CC=C(C=C1)C1=NC(NC(=C1C(=O)OCC)C(C)C)C1=CC=CC=C1 (4-(4-fluorophenyl)-6-(1-methylethyl)-2-phenyl-5-ethoxycarbonyl-1,2-dihydropyrimidine). Reported procedure: 2,3-Dichloro-5,6-dicyanobenzoquinone (DDQ) (7.69 gm, 34 mmol) was added to a solution of 4-(4-fluorophenyl)-6-(1-methylethyl)-2-phenyl-5-ethoxycarbonyl-1,2-dihydropyrimidine obtained in step (i) above (10.200 gm, 28 mmol) in toluene (200 ml). The red solution was then heated at 50° C. for 3 hours. The solution was cooled to room temperature, then passed through a silica gel plug which was washed with 10% EtOAc in hexane. The filtrate was concentrated to give an amber oil. The oil was purified by... Yield: 87.0%. RXN SMILES: ClC1C(=O)C(C#N)=C(C#N)C(=O)C=1Cl.[F:15][C:16]1[CH:21]=[CH:20][C:19]([C:22]2[C:27]([C:28]([O:30][CH2:31][CH3:32])=[O:29])=[C:26]([CH:33]([CH3:35])[CH3:34])[NH:25][CH:24]([C:36]3[CH:41]=[CH:40][CH:39]=[CH:38][CH:37]=3)[N:23]=2)=[CH:18][CH:17]=1>C1(C)C=CC=CC=1>[F:15][C:16]1[CH:17]=[CH:18][C:19]([C:22]2[C:27]([C:28]([O:30][CH2:31][CH3:32])=[O:29])=[C:26]([CH:33]([CH3:34])[CH3:35])[N:25]=[C:24]([C:36]3[CH:37]=[CH:38][CH:39]=[CH:40][CH:41]=3)[N:23]=2)=[CH:20][CH:21]=1. The solvent is C1(=CC=CC=C1)C (toluene). The product is FC1=CC=C(C=C1)C1=NC(=NC(=C1C(=O)OCC)C(C)C)C1=CC=CC=C1 (4-(4-Fluorophenyl)-6-(1-methylethyl)-2-phenyl-5-ethoxycarbonyl-pyrimidine), solid.